From a dataset of the Open Reaction Database (ORD), a public repository of structured organic reaction records. describe an organic reaction: reactants, conditions, products, and yield Starting materials: CO, C=COCCONC(=O)c1ccn2cncc2c1Nc1ccc(I)cc1F. Yields the product O=C(NOCCO)c1ccn2cncc2c1Nc1ccc(I)cc1F. RXN SMILES: [CH3:28][OH:29].[CH:1](=[CH2:2])[O:3][CH2:4][CH2:5][O:6][NH:7][C:8](=[O:9])[c:10]1[c:11]([NH:19][c:20]2[c:21]([F:27])[cH:22][c:23]([I:26])[cH:24][cH:25]2)[c:12]2[n:13]([cH:14][cH:15]1)[cH:16][n:17][cH:18]2>>[OH:3][CH2:4][CH2:5][O:6][NH:7][C:8](=[O:9])[c:10]1[c:11]([NH:19][c:20]2[c:21]([F:27])[cH:22][c:23]([I:26])[cH:24][cH:25]2)[c:12]2[n:13]([cH:14][cH:15]1)[cH:16][n:17][cH:18]2. RXN SMILES: Cl[C:2]1[C:11]2[C:6](=[CH:7][CH:8]=[CH:9][CH:10]=2)[C:5]([CH2:12][C:13]2[CH:18]=[CH:17][N:16]=[CH:15][CH:14]=2)=[N:4][N:3]=1.[NH2:19][C:20]1[CH:27]=[CH:26][C:23]([C:24]#[N:25])=[CH:22][CH:21]=1.C(=O)([O-])[O-].[K+].[K+]>ClCCl>[C:24]([C:23]1[CH:26]=[CH:27][C:20]([NH:19][C:2]2[C:11]3[C:6](=[CH:7][CH:8]=[CH:9][CH:10]=3)[C:5]([CH2:12][C:13]3[CH:18]=[CH:17][N:16]=[CH:15][CH:14]=3)=[N:4][N:3]=2)=[CH:21][CH:22]=1)#[N:25] |f:2.3.4|. Product: C(#N)C1=CC=C(NC2=NN=C(C3=CC=CC=C23)CC2=CC=NC=C2)C=C1 (1-(4-Cyanoanilino)-4-(4-pyridylmethyl)phthalazine). Procedure: A mixture of 0.384 g (1.5 mmol) 1-chloro-4-(4-pyridylmethyl)phthalazine and 0.532 g (4.5 mmol) 4-aminobenzonitrile is heated for 1.5 h at 90° C. The reaction mixture is then distributed between dichloromethane and 20% aqueous potassium carbonate solution. The organic phase washed with water and dried over sodium sulfate is evaporated and the residue purified on silica gel by flash chromatography using acetate/methanol mixtures (50:1 and). 25:1). Title compound is obtained after crystallization o... Starting materials: ClC1=NN=C(C2=CC=CC=C12)CC1=CC=NC=C1 (1-chloro-4-(4-pyridylmethyl)phthalazine), NC1=CC=C(C#N)C=C1 (4-aminobenzonitrile), C([O-])([O-])=O.[K+].[K+] (potassium carbonate). The solvent is ClCCl (dichloromethane). Reaction conditions: temperature 90 celsius. The reactants are N1=CC=CC=C1 (pyridine), CC1=CC2=C(NCCCC2=O)C=C1OC(F)(F)F (7-Methyl-8-trifluoromethoxy-1,2,3,4-tetrahydro-benzo[b]azepin-5-one), FC(C=1C=C(CN)C=C(C1)C(F)(F)F)(F)F (3,5-bis(trifluoromethyl)benzylamine), C(C)(=O)Cl (acetyl chloride), C(=O)(Cl)Cl (phosgene), C1(CCCC1)O (cyclopentanol), C(C)(C)N(CC)C(C)C (diisopropyl ethylamine), [BH4-].[Na+] (sodium borohydride). Reagents/catalysts: CC([O-])C.[Ti+4].CC([O-])C.CC([O-])C.CC([O-])C (titanium isopropoxide). Solvent: CO (methanol), ClCCl (dichloromethane), ClCCl (dichloromethane), C(C)(=O)OCC (ethyl acetate), O (water), ClCCl (dichloromethane), ClCCl (dichloromethane), C(Cl)Cl (DCM). Run at time 1 hour. Product: C1(CCCC1)OC(=O)N1C2=C(C(CCC1)N(CC1=CC(=CC(=C1)C(F)(F)F)C(F)(F)F)C(C)=O)C=C(C(=C2)OC(F)(F)F)C (5-[Acetyl-(3,5-bis-trifluoromethyl-benzyl)-amino]-7-methyl-8-trifluoromethoxy-2,3,4,5-tetrahydro-benzo[b]azepine-1-carboxylic acid cyclopentyl ester). The yield is 57.5%. Reaction SMILES: [C:1](Cl)(Cl)=[O:2].[CH:5]1([OH:10])[CH2:9][CH2:8][CH2:7][CH2:6]1.C(N(C(C)C)CC)(C)C.[CH3:20][C:21]1[C:32]([O:33][C:34]([F:37])([F:36])[F:35])=[CH:31][C:24]2[NH:25][CH2:26][CH2:27][CH2:28][C:29](=O)[C:23]=2[CH:22]=1.[F:38][C:39]([F:53])([F:52])[C:40]1[CH:41]=[C:42]([CH:45]=[C:46]([C:48]([F:51])([F:50])[F:49])[CH:47]=1)[CH2:43][NH2:44].[BH4-].[Na+].[C:56](Cl)(=[O:58])[CH3:57].N1C=CC=CC=1>C(Cl)Cl.CO.CC(C)[O-].[Ti+4].CC(C)[O-].CC(C)[O-].CC(C)[O-].C(OCC)(=O)C.O>[CH:5]1([O:10][C:1]([N:25]2[CH2:26][CH2:27][CH2:28][CH:29]([N:44]([C:56](=[O:58])[CH3:57])[CH2:43][C:42]3[CH:41]=[C:40]([C:39]([F:52])([F:53])[F:38])[CH:47]=[C:46]([C:48]([F:51])([F:49])[F:50])[CH:45]=3)[C:23]3[CH:22]=[C:21]([CH3:20])[C:32]([O:33][C:34]([F:37])([F:36])[F:35])=[CH:31][C:24]2=3)=[O:2])[CH2:9][CH2:8][CH2:7][CH2:6]1 |f:5.6,11.12.13.14.15|. Procedure: Add phosgene (1.5 mmol, 1.93 M solution in toluene) to a solution of cyclopentanol (0.17 g, 1.9 mmol) in DCM (3 mL) at 0° C. under nitrogen. To this cooled solution add diisopropyl ethylamine (0.26 mL, 1.5 mmol) dropwise. After stirring for 1 h with cooling, warm the mixture to room temperature and add 7-Methyl-8-trifluoromethoxy-1,2,3,4-tetrahydro-benzo[b]azepin-5-one (0.10 g, 0.38 mmol) in dichloromethane (2 mL). After stirring for 1 h at room temperature, dilute with dichloromethane (5 mL) an... The reactants are O (water), OC=1C=C(C=CC1)CC(=O)OCC=C (Allyl 3-hydroxyphenylacetate), C([O-])([O-])=O.[K+].[K+] (potassium carbonate), BrC(C(=O)OC(C)(C)C)(C)C (tert-butyl 2-bromoisobutyrate). Solvent: CN(C=O)C (dimethylformamide). Conditions: temperature 80 celsius, time 13 hour. Product: C(C=C)OC(=O)CC=1C=C(OC(C(=O)OC(C)(C)C)(C)C)C=CC1 (tert-Butyl 2-[3-(Allyloxycarbonylmethyl)phenoxy]-2-methylpropionate). RXN SMILES: [OH:1][C:2]1[CH:3]=[C:4]([CH2:8][C:9]([O:11][CH2:12][CH:13]=[CH2:14])=[O:10])[CH:5]=[CH:6][CH:7]=1.C(=O)([O-])[O-].[K+].[K+].Br[C:22]([CH3:31])([CH3:30])[C:23]([O:25][C:26]([CH3:29])([CH3:28])[CH3:27])=[O:24].O>CN(C)C=O>[CH2:12]([O:11][C:9]([CH2:8][C:4]1[CH:3]=[C:2]([CH:7]=[CH:6][CH:5]=1)[O:1][C:22]([CH3:31])([CH3:30])[C:23]([O:25][C:26]([CH3:29])([CH3:28])[CH3:27])=[O:24])=[O:10])[CH:13]=[CH2:14] |f:1.2.3|. Procedure details: Allyl 3-hydroxyphenylacetate (2.64 g, 13.7 mmol), potassium carbonate (3.79 g, 27.4 mmol), and tert-butyl 2-bromoisobutyrate (7.65 g, 34.3 mmol) were dissolved in dimethylformamide (5 mL), and the mixture was stirred for 13 hours at 80° C. The reaction mixture was added to water, and the resultant mixture was extracted with diethyl ether. Washing was performed sequentially with water and saturated brine, followed by drying over magnesium sulfate. The mixture was subjected to concentration under ... Reactants: CC1N(CCCC1)C1=C(C=C(C(=O)O)C=C1)[N+](=O)[O-] (4-(2-methylpiperidin-1-yl)-3-nitrobenzoic acid), [H][H] (hydrogen). Reagents/catalysts: [Pd] (Pd/C). Product: NC=1C=C(C(=O)O)C=CC1N1C(CCCC1)C (3-amino-4-(2-methylpiperidin-1-yl)benzoic acid). Isolated yield 100.0%. As a reaction SMILES: [CH3:1][CH:2]1[CH2:7][CH2:6][CH2:5][CH2:4][N:3]1[C:8]1[CH:16]=[CH:15][C:11]([C:12]([OH:14])=[O:13])=[CH:10][C:9]=1[N+:17]([O-])=O.[H][H]>[Pd]>[NH2:17][C:9]1[CH:10]=[C:11]([CH:15]=[CH:16][C:8]=1[N:3]1[CH2:4][CH2:5][CH2:6][CH2:7][CH:2]1[CH3:1])[C:12]([OH:14])=[O:13]. Procedure details: A methanolic solution of 4-(2-methylpiperidin-1-yl)-3-nitrobenzoic acid obtained in step 1 (500 mg; 1.89 mmol; 0.01 M) was pumped through an H-Cube (1 mL/min) fitted with a 10 mol % Pd/C catalyst cartridge (30×4 mm) and heated to 25° C. with the full hydrogen option enabled. Solvent was evaporated under vacuum to give the title compound as a pinkish oil (443 mg, 99%). 1H NMR (DMSO-d6, 300 MHz) δ 12.39 (bs, 1H), 7.28 (d, J=1.86 Hz, 1H), 7.14 (dd, J=8.1, 2.1 Hz, 1H), 6.99 (d, J=8.1 Hz, 1H), 5.01 (... Reactants: CS(=O)(=O)c1ccc(C(CC2CCCC2)C(=O)O)cc1, ClCCl, Nc1nccs1, CN(C)C=O, O=S(Cl)Cl, c1ccncc1. Product: CS(=O)(=O)c1ccc(C(CC2CCCC2)C(=O)Nc2nccs2)cc1. RXN SMILES: [CH:1]1([CH2:6][CH:7]([C:8](=[O:9])[OH:10])[c:11]2[cH:12][cH:13][c:14]([S:17](=[O:18])(=[O:19])[CH3:20])[cH:15][cH:16]2)[CH2:2][CH2:3][CH2:4][CH2:5]1.[Cl:36][CH2:37][Cl:38].[NH2:26][c:27]1[s:28][cH:29][cH:30][n:31]1.[O:21]=[CH:22][N:23]([CH3:24])[CH3:25].[S:32]([Cl:33])([Cl:34])=[O:35].[cH:39]1[cH:40][cH:41][n:42][cH:43][cH:44]1>>[CH:1]1([CH2:6][CH:7]([C:8](=[O:10])[NH:26][c:27]2[s:28][cH:29][cH:30][n:31]2)[c:11]2[cH:12][cH:13][c:14]([S:17](=[O:18])(=[O:19])[CH3:20])[cH:15][cH:16]2)[CH2:2][CH2:3][CH2:4][CH2:5]1. The reactants are C1CCC(CC1)N=C=NC2CCCCC2 (DCC), Cl.N(C(=N)N)C1=CC=C(C(=O)O)C=C1 (4-guanidinobenzoic acid hydrochloride), CS(=O)(=O)OC1=C(C=C(C=C1)C(N)=N)C(C1=CC=CC=C1)=O (4-amidino-2-benzoylphenol methanesulfonate). The solvent is N1=CC=CC=C1 (pyridine). Reaction conditions: time 30 minute. Product: C(O)(O)=O.N(C(=N)N)C1=CC=C(C(=O)OC2=C(C=C(C=C2)C(N)=N)C(C2=CC=CC=C2)=O)C=C1 (4-amidino-2-benzoylphenyl 4-guanidinobenzoate carbonate). Reaction SMILES: Cl.[NH:2]([C:6]1[CH:14]=[CH:13][C:9]([C:10]([OH:12])=[O:11])=[CH:8][CH:7]=1)[C:3]([NH2:5])=[NH:4].C1CCC(N=C=NC2CCCCC2)CC1.CS([O:34][C:35]1[CH:40]=[CH:39][C:38]([C:41](=[NH:43])[NH2:42])=[CH:37][C:36]=1[C:44](=[O:51])[C:45]1[CH:50]=[CH:49][CH:48]=[CH:47][CH:46]=1)(=O)=[O:32]>N1C=CC=CC=1>[C:10](=[O:11])([OH:32])[OH:12].[NH:2]([C:6]1[CH:14]=[CH:13][C:9]([C:10]([O:34][C:35]2[CH:40]=[CH:39][C:38]([C:41](=[NH:43])[NH2:42])=[CH:37][C:36]=2[C:44](=[O:51])[C:45]2[CH:50]=[CH:49][CH:48]=[CH:47][CH:46]=2)=[O:11])=[CH:8][CH:7]=1)[C:3]([NH2:5])=[NH:4] |f:0.1,5.6|. Procedure details: To a solution of 11.6 g of 4-guanidinobenzoic acid hydrochloride in 180 ml of dried pyridine, while being cooled in ice, was added 13.2 g of DCC. After 30 minutes of stirring, 18.0 g of 4-amidino-2-benzoylphenol methanesulfonate was added, and the mixture was further stirred overnight at room temperature. A white solid substance precipitated from the reaction mixture was collected by filtration, washed with acetone, and dissolved in water. The aqueous solution was freed from the water-insoluble ... Starting materials: ClC=1C=NC=C(C1C(CN(C(=O)C=1C=NN(C1C(F)(F)F)[C@@H]1CC[C@H](CC1)C(=O)OCC)CC1=CC=C(C=C1)F)O[Si](CC)(CC)CC)Cl (ethyl trans-4-(4-((2-(3,5-dichloropyridin-4-yl)-2-(triethylsilyloxy)ethyl)(4-fluorobenzyl)carbamoyl)-5-(trifluoromethyl)-1H-pyrazol-1-yl)cyclohexanecarboxylate), CCCC[N+](CCCC)(CCCC)CCCC.[F-] (TBAF). Solvent: C1CCOC1 (THF). Run at time 2 hour. Yields the product ClC=1C=NC=C(C1C(CN(C(=O)C=1C=NN(C1C(F)(F)F)[C@@H]1CC[C@H](CC1)C(=O)OCC)CC1=CC=C(C=C1)F)O)Cl (ethyl trans-4-(4-((2-(3,5-dichloropyridin-4-yl)-2-hydroxyethyl)(4-fluorobenzyl)carbamoyl)-5-(trifluoromethyl)-1H-pyrazol-1-yl)cyclohexanecarboxylate). Yield: 77.6%. As a reaction SMILES: [Cl:1][C:2]1[CH:3]=[N:4][CH:5]=[C:6]([Cl:49])[C:7]=1[CH:8]([O:41][Si](CC)(CC)CC)[CH2:9][N:10]([CH2:33][C:34]1[CH:39]=[CH:38][C:37]([F:40])=[CH:36][CH:35]=1)[C:11]([C:13]1[CH:14]=[N:15][N:16]([C@H:22]2[CH2:27][CH2:26][C@H:25]([C:28]([O:30][CH2:31][CH3:32])=[O:29])[CH2:24][CH2:23]2)[C:17]=1[C:18]([F:21])([F:20])[F:19])=[O:12].CCCC[N+](CCCC)(CCCC)CCCC.[F-]>C1COCC1>[Cl:49][C:6]1[CH:5]=[N:4][CH:3]=[C:2]([Cl:1])[C:7]=1[CH:8]([OH:41])[CH2:9][N:10]([CH2:33][C:34]1[CH:39]=[CH:38][C:37]([F:40])=[CH:36][CH:35]=1)[C:11]([C:13]1[CH:14]=[N:15][N:16]([C@H:22]2[CH2:23][CH2:24][C@H:25]([C:28]([O:30][CH2:31][CH3:32])=[O:29])[CH2:26][CH2:27]2)[C:17]=1[C:18]([F:21])([F:20])[F:19])=[O:12] |f:1.2|. Procedure: To a stirred solution of compound 1-1 (15 g, 20.2 mmol) in THF (20 mL) was added TBAF (1.0 M in THF, 40.4 mL, 40.4 mmol) dropwise at 0° C., and the mixture was allowed to warm up from 0° C. to room temperature while stirred for 2 h. The reaction mixture was quenched with saturated aqueous NH4Cl (100 mL) and extracted with EtOAc (2×150 mL). The combined organic layers were washed with water (100 mL), brine (100 mL), dried over Na2SO4 and concentrated under reduced pressure. The residue was purifi...